The task is: describe an organic reaction: reactants, conditions, products, and yield. This data is from the Open Reaction Database (ORD), a public repository of structured organic reaction records. Reactants: CC(C)(C)OC(=O)NCC(=O)Nc1ccccc1-c1nc2ccccc2c(=O)o1, CCOC(C)=O, Cl. The product is Cl, NCC(=O)Nc1ccccc1-c1nc2ccccc2c(=O)o1. As a reaction SMILES: [C:1]([O:2][C:3](=[O:4])[NH:8][CH2:9][C:10](=[O:11])[NH:12][c:13]1[c:14](-[c:19]2[n:20][c:21]3[c:22]([c:23](=[O:25])[o:24]2)[cH:26][cH:27][cH:28][cH:29]3)[cH:15][cH:16][cH:17][cH:18]1)([CH3:5])([CH3:6])[CH3:7].[CH3:31][CH2:32][O:33][C:34](=[O:35])[CH3:36].[ClH:30]>>[ClH:30].[NH2:8][CH2:9][C:10](=[O:11])[NH:12][c:13]1[c:14](-[c:19]2[n:20][c:21]3[c:22]([c:23](=[O:25])[o:24]2)[cH:26][cH:27][cH:28][cH:29]3)[cH:15][cH:16][cH:17][cH:18]1. Starting materials: CC(C)C(NC(=O)CI)(O[SiH](C)C)C(C(C)(C)C)C(F)(F)F, O=C(Nc1ccc(-c2ccccc2Cl)[nH]c1=O)OCc1ccccc1, CCCCCC, [H-], [Na+]. The product is CC(C)C(NC(=O)Cn1c(-c2ccccc2Cl)ccc(NC(=O)OCc2ccccc2)c1=O)(O[SiH](C)C)C(C(C)(C)C)C(F)(F)F. Reaction SMILES: [C:28]([CH3:29])([CH3:30])([CH3:31])[CH:32]([C:33]([CH:34]([CH3:35])[CH3:36])([NH:37][C:38]([CH2:39][I:40])=[O:41])[O:42][SiH:43]([CH3:44])[CH3:45])[C:46]([F:47])([F:48])[F:49].[CH2:1]([c:2]1[cH:3][cH:4][cH:5][cH:6][cH:7]1)[O:8][C:9](=[O:10])[NH:11][c:12]1[c:13](=[O:25])[nH:14][c:15](-[c:18]2[c:19]([Cl:24])[cH:20][cH:21][cH:22][cH:23]2)[cH:16][cH:17]1.[CH3:50][CH2:51][CH2:52][CH2:53][CH2:54][CH3:55].[H-:26].[Na+:27]>>[CH2:1]([c:2]1[cH:3][cH:4][cH:5][cH:6][cH:7]1)[O:8][C:9](=[O:10])[NH:11][c:12]1[c:13](=[O:25])[n:14]([CH2:39][C:38]([NH:37][C:33]([CH:32]([C:28]([CH3:29])([CH3:30])[CH3:31])[C:46]([F:47])([F:48])[F:49])([CH:34]([CH3:35])[CH3:36])[O:42][SiH:43]([CH3:44])[CH3:45])=[O:41])[c:15](-[c:18]2[c:19]([Cl:24])[cH:20][cH:21][cH:22][cH:23]2)[cH:16][cH:17]1. Starting materials: CC(C)(C)OC(=O)NC1(c2nc(C(F)(F)F)c[nH]2)CC1, ClCCl, O=C(O)C(F)(F)F. Yields the product O=C(O)C(F)(F)F, NC1(c2nc(C(F)(F)F)c[nH]2)CC1. Reaction SMILES: [C:1]([O:2][C:3](=[O:4])[NH:7][C:8]1([c:11]2[nH:12][cH:13][c:14]([C:16]([F:17])([F:18])[F:19])[n:15]2)[CH2:9][CH2:10]1)([CH3:5])([CH3:6])[CH3:20].[Cl:28][CH2:29][Cl:30].[F:21][C:22]([C:23](=[O:24])[OH:25])([F:26])[F:27]>>[F:21][C:22]([C:23](=[O:24])[OH:25])([F:26])[F:27].[NH2:7][C:8]1([c:11]2[nH:12][cH:13][c:14]([C:16]([F:17])([F:18])[F:19])[n:15]2)[CH2:9][CH2:10]1. Reactants: ClCCl, CC(C)N, Fc1ccc(Br)cc1COCCCCBr, [I-], [Na+], C1CCOC1. Product: CC(C)NCCCCOCc1cc(Br)ccc1F. Reaction SMILES: [CH2:27]([Cl:28])[Cl:29].[CH3:18][CH:19]([CH3:20])[NH2:21].[F:1][c:2]1[c:3]([CH2:4][O:5][CH2:6][CH2:7][CH2:8][CH2:9][Br:10])[cH:11][c:12]([Br:15])[cH:13][cH:14]1.[I-:17].[Na+:16].[O:22]1[CH2:23][CH2:24][CH2:25][CH2:26]1>>[F:1][c:2]1[c:3]([CH2:4][O:5][CH2:6][CH2:7][CH2:8][CH2:9][NH:21][CH:19]([CH3:18])[CH3:20])[cH:11][c:12]([Br:15])[cH:13][cH:14]1. Reactants: C1COC(=O)N1P(=O)(N2CCOC2=O)Cl (BOP-Cl), C(C)(C)(C)OC(=O)N1CCC(CC1)=C(C=1OC(=NN1)C)C1=CC=CC=C1 (4-[1-phenyl-1-(5-methyl-1,3,4-oxadiazol-2-yl)methylene]piperidine-1-carboxylic acid tert-butyl ester), C(=O)(C(F)(F)F)O (TFA), Cl.COC1=C2C(=CNC2=C(N=C1)C=1C=CN(N1)C)C(C(=O)O)=O (4-methoxy-7-(2-methylpyrazol-5-yl)-6-azaindol-3-yl-oxoacetic acid hydrochloride salt), C(C)(C)N(CC)CC (iPrNEt2). The solvent is C(Cl)Cl (CH2Cl2). Reaction conditions: time 30 minute. The product is C1(=CC=CC=C1)C(C=1OC(=NN1)C)=C1CCN(CC1)C(C(=O)C1=CNC2=C(N=CC(=C12)OC)C1=NNC(=C1)C)=O (1-[4-(1-Phenyl-1-(5-methyl-1,3,4-oxadiazol-2-yl)-methylene)-piperidin-1-yl]-2-(4-methoxy-7-(5-methylpyrazole-3-yl)-6-azaindol-3-yl)-ethane-1,2-dione). Isolated yield 6.0%. RXN SMILES: C([O:5][C:6]([N:8]1[CH2:13][CH2:12][C:11](=[C:14]([C:21]2[CH:26]=[CH:25][CH:24]=[CH:23][CH:22]=2)[C:15]2[O:16][C:17]([CH3:20])=[N:18][N:19]=2)[CH2:10][CH2:9]1)=O)(C)(C)C.[C:27](O)(C(F)(F)F)=O.Cl.[CH3:35][O:36][C:37]1[CH:45]=[N:44][C:43]([C:46]2[CH:47]=[CH:48][N:49](C)[N:50]=2)=[C:42]2[C:38]=1[C:39]([C:52](=[O:56])C(O)=O)=[CH:40][NH:41]2.C(N(CC)CC)(C)C.C1N(P(Cl)(N2C(=O)OCC2)=O)C(=O)OC1>C(Cl)Cl>[C:21]1([C:14](=[C:11]2[CH2:10][CH2:9][N:8]([C:6](=[O:5])[C:52]([C:39]3[C:38]4[C:42](=[C:43]([C:46]5[CH:47]=[C:48]([CH3:27])[NH:49][N:50]=5)[N:44]=[CH:45][C:37]=4[O:36][CH3:35])[NH:41][CH:40]=3)=[O:56])[CH2:13][CH2:12]2)[C:15]2[O:16][C:17]([CH3:20])=[N:18][N:19]=2)[CH:22]=[CH:23][CH:24]=[CH:25][CH:26]=1 |f:2.3|. Reported procedure: To a solution of 4-[1-phenyl-1-(5-methyl-1,3,4-oxadiazol-2-yl)methylene]piperidine-1-carboxylic acid tert-butyl ester (0.0430 g, 0.167 mmol) in CH2Cl2 (2 mL) was added TFA (0.3 mL) and the reaction mixture was stirred for 30 min. The solvent was then removed in vacuo and the residual material was dissolved in CHCl3 (2 mL). To this solution was added 4-methoxy-7-(2-methylpyrazol-5-yl)-6-azaindol-3-yl-oxoacetic acid hydrochloride salt (0.050 g, 0.167 mmol) and iPrNEt2 (0.145 mL, 0.833 mmol), follo... Starting materials: [C-]#N.[K+] (potassium cyanide), CS(=O)(=O)OCCC(C1=CNC2=C(C=CC=C12)CSC)(C1CC1)C1=CC=C(C=C1)Cl (3-(4-Chlorophenyl)-3-cyclopropyl-3-{7-[(methylsulfanyl)methyl]-1H-indol-3-yl}propyl methanesulfonate), O (water). Solvent: CS(=O)C (DMSO). Conditions: temperature 80 celsius, time 16 hour. Product: ClC1=CC=C(C=C1)C(CCC#N)(C1=CNC2=C(C=CC=C12)CSC)C1CC1 (4-(4-Chlorophenyl)-4-cyclopropyl-4-{7-[(methylsulfanyl)methyl]-1H-indol-3-yl}butanonitrile). Reaction SMILES: [C-:1]#[N:2].[K+].CS(O[CH2:9][CH2:10][C:11]([C:27]1[CH:32]=[CH:31][C:30]([Cl:33])=[CH:29][CH:28]=1)([CH:24]1[CH2:26][CH2:25]1)[C:12]1[C:20]2[C:15](=[C:16]([CH2:21][S:22][CH3:23])[CH:17]=[CH:18][CH:19]=2)[NH:14][CH:13]=1)(=O)=O.O>CS(C)=O>[Cl:33][C:30]1[CH:29]=[CH:28][C:27]([C:11]([CH:24]2[CH2:25][CH2:26]2)([C:12]2[C:20]3[C:15](=[C:16]([CH2:21][S:22][CH3:23])[CH:17]=[CH:18][CH:19]=3)[NH:14][CH:13]=2)[CH2:10][CH2:9][C:1]#[N:2])=[CH:32][CH:31]=1 |f:0.1|. Procedure: 16 mg (0.25 mmol) of potassium cyanide were added to 57 mg (0.12 mmol) of the compound from Example 116A in 1 ml of DMSO. The mixture was stirred at 80° C. for 16 h, water was added to the reaction solution, and the crude product was purified directly by preparative HPLC (mobile phase: acetonitrile/water gradient). 29 mg (60% of theory) of the target compound were obtained. The reactants are BrC=1C=C(C=CC1)C1=NC(=CC(=N1)C1=CC=C(C=C1)Cl)C (2-(3-bromo-phenyl)-4-(4-chloro-phenyl)-6-methyl-pyrimidine), C(C)(C)(C)NS(=O)(=O)C=1C=C(C=CC1)B(O)O (3-(tert.-butylsulfamoyl)-phenylboronic acid). The product is C(C)(C)(C)NS(=O)(=O)C=1C=C(C=CC1)C1=CC(=CC=C1)C1=NC(=CC(=N1)C1=CC=C(C=C1)Cl)C (3′-[4-(4-Chloro-phenyl)-6-methyl-pyrimidin-2-yl]-biphenyl-3-sulfonic acid tert-butylamide), solid. As a reaction SMILES: Br[C:2]1[CH:3]=[C:4]([C:8]2[N:13]=[C:12]([C:14]3[CH:19]=[CH:18][C:17]([Cl:20])=[CH:16][CH:15]=3)[CH:11]=[C:10]([CH3:21])[N:9]=2)[CH:5]=[CH:6][CH:7]=1.[C:22]([NH:26][S:27]([C:30]1[CH:31]=[C:32](B(O)O)[CH:33]=[CH:34][CH:35]=1)(=[O:29])=[O:28])([CH3:25])([CH3:24])[CH3:23]>>[C:22]([NH:26][S:27]([C:30]1[CH:35]=[C:34]([C:2]2[CH:7]=[CH:6][CH:5]=[C:4]([C:8]3[N:13]=[C:12]([C:14]4[CH:19]=[CH:18][C:17]([Cl:20])=[CH:16][CH:15]=4)[CH:11]=[C:10]([CH3:21])[N:9]=3)[CH:3]=2)[CH:33]=[CH:32][CH:31]=1)(=[O:29])=[O:28])([CH3:25])([CH3:23])[CH3:24]. Procedure: 3′-[4-(4-Chloro-phenyl)-6-methyl-pyrimidin-2-yl]-biphenyl-3-sulfonic acid tert-butylamide was prepared from 2-(3-bromo-phenyl)-4-(4-chloro-phenyl)-6-methyl-pyrimidine (example E.44) (0.11 g, 0.3 mmol) and commercially available 3-(tert.-butylsulfamoyl)-phenylboronic acid (0.09 g, 0.35 mmol) according to the general procedure VI. Obtained as a light brown solid (0.16 g), which was subsequently deprotected. Product: Cl.O1CCOC2=C1C=CC(=C2)CNC2CCN(CC2)CCN2C(C(=CC1=CC=CC=C21)Br)=O (1-(2-(4-((2,3-dihydro-1,4-benzodioxin-6-ylmethyl)amino)piperidin-1-yl)ethyl)-3-bromoquinolin-2(1H)-one hydrochloride). Procedure details: To 0.30 g of tert-butyl (2,3-dihydro-1,4-benzodioxin-6-ylmethyl)(1-(2-(3-bromo-2-oxoquinolin-1(2H)-yl)ethyl)piperidin-4-yl)carbamate, 6 mL of 1,4-dioxane and 2 mL of 4.0 mol/L hydrogen chloride/1,4-dioxane were added, and stirred at room temperature overnight. The resulting solid was filtered to give 0.21 g of 1-(2-(4-((2,3-dihydro-1,4-benzodioxin-6-ylmethyl)amino)piperidin-1-yl)ethyl)-3-bromoquinolin-2(1H)-one hydrochloride as a white solid. The reactants are O1CCOC2=C1C=CC(=C2)CN(C(OC(C)(C)C)=O)C2CCN(CC2)CCN2C(C(=CC1=CC=CC=C21)Br)=O (tert-butyl (2,3-dihydro-1,4-benzodioxin-6-ylmethyl)(1-(2-(3-bromo-2-oxoquinolin-1(2H)-yl)ethyl)piperidin-4-yl)carbamate), Cl.O1CCOCC1 (hydrogen chloride 1,4-dioxane). Reaction conditions: time 8 hour. Run in O1CCOCC1 (1,4-dioxane). As a reaction SMILES: [O:1]1[C:6]2[CH:7]=[CH:8][C:9]([CH2:11][N:12]([CH:20]3[CH2:25][CH2:24][N:23]([CH2:26][CH2:27][N:28]4[C:37]5[C:32](=[CH:33][CH:34]=[CH:35][CH:36]=5)[CH:31]=[C:30]([Br:38])[C:29]4=[O:39])[CH2:22][CH2:21]3)C(=O)OC(C)(C)C)=[CH:10][C:5]=2[O:4][CH2:3][CH2:2]1.[ClH:40].O1CCOCC1>O1CCOCC1>[ClH:40].[O:1]1[C:6]2[CH:7]=[CH:8][C:9]([CH2:11][NH:12][CH:20]3[CH2:25][CH2:24][N:23]([CH2:26][CH2:27][N:28]4[C:37]5[C:32](=[CH:33][CH:34]=[CH:35][CH:36]=5)[CH:31]=[C:30]([Br:38])[C:29]4=[O:39])[CH2:22][CH2:21]3)=[CH:10][C:5]=2[O:4][CH2:3][CH2:2]1 |f:1.2,4.5|. Starting materials: [Br-], [Mg+]C1CCCCC1, C1CCOC1, CCc1sc(C2OCCO2)cc1C=O, C1CCOC1, O. The product is CCc1sc(C2OCCO2)cc1C(O)C1CCCCC1. RXN SMILES: [Br-:20].[CH:21]1([Mg+:27])[CH2:22][CH2:23][CH2:24][CH2:25][CH2:26]1.[O:15]1[CH2:16][CH2:17][CH2:18][CH2:19]1.[O:1]1[CH:2]([c:6]2[cH:7][c:8]([CH:13]=[O:14])[c:9]([CH2:11][CH3:12])[s:10]2)[O:3][CH2:4][CH2:5]1.[O:29]1[CH2:30][CH2:31][CH2:32][CH2:33]1.[OH2:28]>>[O:1]1[CH:2]([c:6]2[cH:7][c:8]([CH:13]([OH:14])[CH:21]3[CH2:22][CH2:23][CH2:24][CH2:25][CH2:26]3)[c:9]([CH2:11][CH3:12])[s:10]2)[O:3][CH2:4][CH2:5]1. Starting materials: Oc1ccc(-c2nc3cc(Br)cnc3[nH]2)cc1, CCOC(C)=O, CO, NC(=O)CCl, [H-], [Na+], CN(C)C=O. The product is NC(=O)COc1ccc(-c2nc3cc(Br)cnc3[nH]2)cc1. RXN SMILES: [Br:1][c:2]1[cH:3][c:4]2[c:5]([n:6][cH:7]1)[nH:8][c:9](-[c:11]1[cH:12][cH:13][c:14]([OH:17])[cH:15][cH:16]1)[n:10]2.[C:32]([O:33][CH2:34][CH3:35])(=[O:36])[CH3:37].[CH3:30][OH:31].[Cl:20][CH2:21][C:22](=[O:23])[NH2:24].[H-:18].[Na+:19].[O:25]=[CH:26][N:27]([CH3:28])[CH3:29]>>[Br:1][c:2]1[cH:3][c:4]2[c:5]([n:6][cH:7]1)[nH:8][c:9](-[c:11]1[cH:12][cH:13][c:14]([O:17][CH2:21][C:22](=[O:23])[NH2:24])[cH:15][cH:16]1)[n:10]2.